The task is: describe an organic reaction: reactants, conditions, products, and yield. This data is from the Open Reaction Database (ORD), a public repository of structured organic reaction records. Reactants: CO, CCC(OC)C(=O)OC, [Li+], [OH-], O, O. Product: CCC(OC)C(=O)[O-], [Li+]. Reaction SMILES: [CH3:13][OH:14].[CH3:1][O:2][CH:3]([C:4](=[O:5])[O:6][CH3:7])[CH2:8][CH3:9].[Li+:12].[OH-:11].[OH2:10].[OH2:15]>>[CH3:1][O:2][CH:3]([C:4](=[O:5])[O-:6])[CH2:8][CH3:9].[Li+:12]. Starting materials: ClC1=C(C=CC=C1Cl)[N+](=O)[O-] (2,3-dichloronitrobenzene), CS(=O)C (DMSO). Solvent: O (water). Conditions: time 24 hour. Yields the product ClC1=C(C(=CC=C1)[N+](=O)[O-])S (2-Chloro-6-nitro-benzenethiol). RXN SMILES: Cl[C:2]1[C:7]([Cl:8])=[CH:6][CH:5]=[CH:4][C:3]=1[N+:9]([O-:11])=[O:10].C[S:13](C)=O>O>[Cl:8][C:7]1[CH:6]=[CH:5][CH:4]=[C:3]([N+:9]([O-:11])=[O:10])[C:2]=1[SH:13]. Procedure: To a solution of 2,3-dichloronitrobenzene (Aldrich, 19.2 g, 100 mmol) in 300 mL of DMSO was added powdered Na2S 9H2O (Aldrich, 24.0 g, 100 mmol). The mixture was stirred at ambient temperature for 24 h, then was diluted with 2 L of water. The mixture was clarified by filtration and the filtrate was acidified to pH 4 with con. HCl. The mixture was extracted 3× with Et2O (400 mL). The organic layers were combined and washed twice with a brine solution (400 mL), dried over Na2SO4. Removal of the so... Starting materials: ClC1=C(C=C2C=CNC2=C1)C(C)C (6-Chloro-5-isopropylindole), C(#N)[BH3-].[Na+] (sodium cyanoborohydride). The product is ClC1=C(C=C2CCNC2=C1)C(C)C (6-Chloro-5-isopropylindoline). Isolated yield 78.6%. RXN SMILES: [Cl:1][C:2]1[CH:10]=[C:9]2[C:5]([CH:6]=[CH:7][NH:8]2)=[CH:4][C:3]=1[CH:11]([CH3:13])[CH3:12].C([BH3-])#N.[Na+]>>[Cl:1][C:2]1[CH:10]=[C:9]2[C:5]([CH2:6][CH2:7][NH:8]2)=[CH:4][C:3]=1[CH:11]([CH3:13])[CH3:12] |f:1.2|. Reported procedure: 6-Chloro-5-isopropylindole (D58) (0.5 g, 2.60 mmol) was treated with sodium cyanoborohydride as in the method of Description 10 to give the title compound (0.4 g, 79%) as a yellow oil. The reactants are O=C([O-])[O-], C1COCCOCCOCCOCCOCCO1, CCC(C)=O, CC1(C)C(C=C(Br)Br)C1C(=O)O, ClCc1nsc(Oc2ccccc2)n1, [K+], [K+]. The product is CC1(C)C(C=C(Br)Br)C1C(=O)OCc1nsc(Oc2ccccc2)n1. RXN SMILES: [C:27](=[O:28])([O-:29])[O-:30].[CH2:33]1[O:34][CH2:35][CH2:36][O:37][CH2:38][CH2:39][O:40][CH2:41][CH2:42][O:43][CH2:44][CH2:45][O:46][CH2:47][CH2:48][O:49][CH2:50]1.[CH2:51]([C:52]([CH3:53])=[O:54])[CH3:55].[CH3:1][C:2]1([CH3:12])[CH:3]([C:9](=[O:10])[OH:11])[CH:4]1[CH:5]=[C:6]([Br:7])[Br:8].[Cl:13][CH2:14][c:15]1[n:16][s:17][c:18]([O:20][c:21]2[cH:22][cH:23][cH:24][cH:25][cH:26]2)[n:19]1.[K+:31].[K+:32]>>[CH3:1][C:2]1([CH3:12])[CH:3]([C:9](=[O:10])[O:11][CH2:14][c:15]2[n:16][s:17][c:18]([O:20][c:21]3[cH:22][cH:23][cH:24][cH:25][cH:26]3)[n:19]2)[CH:4]1[CH:5]=[C:6]([Br:7])[Br:8]. Starting materials: Brc1ccc2cc[nH]c2c1, [H-], CI, [Na+], C1CCOC1. Product: Cn1ccc2ccc(Br)cc21. RXN SMILES: [Br:3][c:4]1[cH:5][cH:6][c:7]2[cH:8][cH:9][nH:10][c:11]2[cH:12]1.[H-:1].[I:13][CH3:14].[Na+:2].[O:15]1[CH2:16][CH2:17][CH2:18][CH2:19]1>>[Br:3][c:4]1[cH:5][cH:6][c:7]2[cH:8][cH:9][n:10]([CH3:14])[c:11]2[cH:12]1. The reactants are C(C)(=O)OC1=C(C=C(C=C1)CC=C)OC (3-(4-acetoxy-3-methoxyphenyl)propene), CO[SiH](OC)OC (Trimethoxysilane), CO[SiH](OC)OC (trimethoxysilane). Reagents/catalysts: [H+].[H+].Cl[Pt-2](Cl)(Cl)(Cl)(Cl)Cl (chloroplatinic acid). Conditions: time 40 minute. Yields the product C(C)(=O)OC1=C(C=C(C=C1)CCC[Si](OC)(OC)OC)OC (2-acetoxy-5-(3-trimethoxysilylpropyl)anisole). RXN SMILES: [C:1]([O:4][C:5]1[CH:10]=[CH:9][C:8]([CH2:11][CH:12]=[CH2:13])=[CH:7][C:6]=1[O:14][CH3:15])(=[O:3])[CH3:2].[CH3:16][O:17][SiH:18]([O:21][CH3:22])[O:19][CH3:20]>[H+].[H+].Cl[Pt-2](Cl)(Cl)(Cl)(Cl)Cl>[C:1]([O:4][C:5]1[CH:10]=[CH:9][C:8]([CH2:11][CH2:12][CH2:13][Si:18]([O:21][CH3:22])([O:19][CH3:20])[O:17][CH3:16])=[CH:7][C:6]=1[O:14][CH3:15])(=[O:3])[CH3:2] |f:2.3.4|. Procedure details: In the same reactor vessel, the 3-(4-acetoxy-3-methoxyphenyl)propene was heated to 80° C. and then charged with chloroplatinic acid (0.79 grams). Trimethoxysilane (1990 grams, 16.3 moles) was added with stirring to the reaction mixture over a period of 40 minutes. An ice bath was used to maintain the reaction mixture at a temperature of between 100 and 108° C. After the addition of the trimethoxysilane, the reaction mixture was held at 90° C. for 1 hour and then the mixture was cooled to room te... Reactants: [BH4-].[Na+] (NaBH4), [F-].[K+] (KF), N (ammonia), O=C(C=C(CC1=C(C=C(C(=C1)F)F)F)N)N1CC=2N(CC1)C(=NN2)C(F)(F)F (4-oxo-4-[3-(trifluoromethyl)-5,6-dihydro[1,2,4]triazolo[4,3-a]pyrazin-7(8H)-yl]-1-(2,4,5-trifluorophenyl)but-2-en-2-amine), CS(=O)(=O)O (methanesulfonic acid). Run in C1CCOC1 (THF), CC(C)O (IPA), C1CCOC1 (THF), O (water), O (H2O). Reaction conditions: temperature -12.5 celsius, time 45 minute. The product is O=C(CC(CC1=C(C=C(C(=C1)F)F)F)N)N1CC=2N(CC1)C(=NN2)C(F)(F)F (4-oxo-4-[3-(trifluoromethyl)-5,6-dihydro[1,2,4]triazolo[4,3-a]pyrazin-7(8H)-yl]-1-(2,4,5-trifluorophenyl)butan-2-amine). Reaction SMILES: [BH4-].[Na+].CS(O)(=O)=O.[O:8]=[C:9]([N:23]1[CH2:28][CH2:27][N:26]2[C:29]([C:32]([F:35])([F:34])[F:33])=[N:30][N:31]=[C:25]2[CH2:24]1)[CH:10]=[C:11]([NH2:22])[CH2:12][C:13]1[CH:18]=[C:17]([F:19])[C:16]([F:20])=[CH:15][C:14]=1[F:21].N.[F-].[K+]>O.CC(O)C.C1COCC1>[O:8]=[C:9]([N:23]1[CH2:28][CH2:27][N:26]2[C:29]([C:32]([F:35])([F:34])[F:33])=[N:30][N:31]=[C:25]2[CH2:24]1)[CH2:10][CH:11]([NH2:22])[CH2:12][C:13]1[CH:18]=[C:17]([F:19])[C:16]([F:20])=[CH:15][C:14]=1[F:21] |f:0.1,5.6|. Procedure: In a 2 L round bottom flask dry THF (450 mL) was taken. It was cooled to −15 to −10° C. and NaBH4 (11.2 g) was added. After that methanesulfonic acid (71.1 g) was added dropwise at −15 to −5° C. over a period of 2.5 h. Separately, 4-oxo-4-[3-(trifluoromethyl)-5,6-dihydro[1,2,4]triazolo[4,3-a]pyrazin-7(8H)-yl]-1-(2,4,5-trifluorophenyl)but-2-en-2-amine (40.0 g) was mixed in a solvent mixture of dry THF (100 mL) and IPA (44 mL) and added into the reaction mixture over a period of 45-60 min. at −10 ...